From a dataset of the Open Reaction Database (ORD), a public repository of structured organic reaction records. describe an organic reaction: reactants, conditions, products, and yield Starting materials: Fc1cccc(CBr)c1, O=C([O-])[O-], CCC(C)=O, [K+], [K+], CNC(=O)COc1ccc(O)cc1. Yields the product CNC(=O)COc1ccc(OCc2cccc(F)c2)cc1. As a reaction SMILES: [Br:14][CH2:15][c:16]1[cH:17][c:18]([F:22])[cH:19][cH:20][cH:21]1.[C:23](=[O:24])([O-:25])[O-:26].[CH3:29][C:30](=[O:31])[CH2:32][CH3:33].[K+:27].[K+:28].[OH:1][c:2]1[cH:3][cH:4][c:5]([O:6][CH2:7][C:8](=[O:9])[NH:10][CH3:11])[cH:12][cH:13]1>>[O:1]([c:2]1[cH:3][cH:4][c:5]([O:6][CH2:7][C:8](=[O:9])[NH:10][CH3:11])[cH:12][cH:13]1)[CH2:15][c:16]1[cH:17][c:18]([F:22])[cH:19][cH:20][cH:21]1. As a reaction SMILES: C(OC([NH:8][C:9]1[CH:10]=[CH:11][C:12]([O:15][C:16]2[CH:17]=[C:18]([CH3:30])[C:19]3[CH:23]([CH2:24][C:25]([OH:27])=[O:26])[O:22][B:21]([OH:28])[C:20]=3[CH:29]=2)=[N:13][CH:14]=1)=O)(C)(C)C.Cl.O1CCOCC1>>[NH2:8][C:9]1[CH:10]=[CH:11][C:12]([O:15][C:16]2[CH:17]=[C:18]([CH3:30])[C:19]3[CH:23]([CH2:24][C:25]([OH:27])=[O:26])[O:22][B:21]([OH:28])[C:20]=3[CH:29]=2)=[N:13][CH:14]=1 |f:1.2|. Product: NC=1C=CC(=NC1)OC=1C=C(C2=C(B(OC2CC(=O)O)O)C1)C ([6-(5-Amino-pyridin-2-yloxy)-1-hydroxy-4-methyl-1,3-dihydro-benzo[c][1,2]oxaborol-3-yl]-acetic acid). Isolated yield 81.2%. Procedure details: [6-(5-tert-Butoxycarbonylamino-pyridin-2-yloxy)-1-hydroxy-4-methyl-1,3-dihydro-benzo[c][1,2]oxaborol-3-yl]-acetic acid (26 mg) was treated with HCl/dioxane (0.5 mL) at room temperature for 2 h. The reaction was concentrated to dryness. The residue was purified by preparative HPLC to give the title compound (16 mg). 1H NMR (300 MHz, CD3OD) δ 7.66 (s, 1H), 7.23 (d, J=7.8 Hz, 1H), 7.00 (s, 1H), 6.96 (s, 1H), 6.78 (d, J=7.8 Hz, 1H), 5.68-5.64 (m, 1H), 3.20-3.14 (m, 1H), 2.36 (s, 3H), 2.34-2.26 (m, 1... Reactants: C(C)(C)(C)OC(=O)NC=1C=CC(=NC1)OC=1C=C(C2=C(B(OC2CC(=O)O)O)C1)C ([6-(5-tert-Butoxycarbonylamino-pyridin-2-yloxy)-1-hydroxy-4-methyl-1,3-dihydro-benzo[c][1,2]oxaborol-3-yl]-acetic acid), Cl.O1CCOCC1 (HCl dioxane). The product is C(#N)C=1C=C(C2=C(N=C(O2)C2=CC=C(C(=O)NC(C(=O)OC)C3CCNCC3)C=C2)C1)C(C)C (Methyl {[4-(5-cyano-7-isopropyl-1,3-benzoxazol-2-yl)benzoyl]amino}(piperidin-4-yl)acetate). Reaction conditions: time 16 hour. Procedure: To a 40-ml scintillation vial was added tert-butyl-4-(1-{[4-(5-cyano-7-isopropyl-1,3-benzoxazol-2-yl)benzoyl]amino}-2-methoxy-2-oxoethyl)piperidine-1-carboxylate (150 mg, 0.268 mmol) and 2 ml of a TFA-water solution [95:5]. The reaction was stirred for 16 h at room temperature and then poured into 5 g of crushed ice and basified with potassium carbonate. The product was extracted with dichloromethane (4×3 ml), and the combined organics were dried (magnesium sulfate), filtered and concentrated in... Starting materials: C(C)(C)(C)OC(=O)N1CCC(CC1)C(C(=O)OC)NC(C1=CC=C(C=C1)C=1OC2=C(N1)C=C(C=C2C(C)C)C#N)=O (tert-butyl-4-(1-{[4-(5-cyano-7-isopropyl-1,3-benzoxazol-2-yl)benzoyl]amino}-2-methoxy-2-oxoethyl)piperidine-1-carboxylate), C(=O)(C(F)(F)F)O.O (TFA water), ice, C([O-])([O-])=O.[K+].[K+] (potassium carbonate). Reaction SMILES: C(OC([N:8]1[CH2:13][CH2:12][CH:11]([CH:14]([NH:19][C:20](=[O:41])[C:21]2[CH:26]=[CH:25][C:24]([C:27]3[O:28][C:29]4[C:35]([CH:36]([CH3:38])[CH3:37])=[CH:34][C:33]([C:39]#[N:40])=[CH:32][C:30]=4[N:31]=3)=[CH:23][CH:22]=2)[C:15]([O:17][CH3:18])=[O:16])[CH2:10][CH2:9]1)=O)(C)(C)C.C(O)(C(F)(F)F)=O.O.C(=O)([O-])[O-].[K+].[K+]>>[C:39]([C:33]1[CH:34]=[C:35]([CH:36]([CH3:38])[CH3:37])[C:29]2[O:28][C:27]([C:24]3[CH:23]=[CH:22][C:21]([C:20]([NH:19][CH:14]([CH:11]4[CH2:12][CH2:13][NH:8][CH2:9][CH2:10]4)[C:15]([O:17][CH3:18])=[O:16])=[O:41])=[CH:26][CH:25]=3)=[N:31][C:30]=2[CH:32]=1)#[N:40] |f:1.2,3.4.5|. The reactants are COc1cccc(CCc2ccccc2OCC2CN(C(=O)OC(C)(C)C)CCO2)c1, Cl, C1COCCO1. The product is COc1cccc(CCc2ccccc2OCC2CNCCO2)c1. As a reaction SMILES: [C:2]([O:3][C:4](=[O:5])[N:9]1[CH2:10][CH:11]([CH2:15][O:16][c:17]2[c:18]([CH2:23][CH2:24][c:25]3[cH:26][c:27]([O:31][CH3:32])[cH:28][cH:29][cH:30]3)[cH:19][cH:20][cH:21][cH:22]2)[O:12][CH2:13][CH2:14]1)([CH3:6])([CH3:7])[CH3:8].[ClH:1].[O:33]1[CH2:34][CH2:35][O:36][CH2:37][CH2:38]1>>[NH:9]1[CH2:10][CH:11]([CH2:15][O:16][c:17]2[c:18]([CH2:23][CH2:24][c:25]3[cH:26][c:27]([O:31][CH3:32])[cH:28][cH:29][cH:30]3)[cH:19][cH:20][cH:21][cH:22]2)[O:12][CH2:13][CH2:14]1. Reactants: Cn1nccc1-c1cc(C(=O)NC(CNC(=O)OC(C)(C)C)c2ccccc2)cs1, ClCCl, O=C(O)C(F)(F)F. Yields the product Cn1nccc1-c1cc(C(=O)NC(CN)c2ccccc2)cs1, O=C(O)C(F)(F)F. As a reaction SMILES: [CH3:1][n:2]1[n:3][cH:4][cH:5][c:6]1-[c:7]1[cH:8][c:9]([C:12](=[O:13])[NH:14][CH:15]([CH2:16][NH:17][C:18](=[O:19])[O:20][C:21]([CH3:22])([CH3:23])[CH3:24])[c:25]2[cH:26][cH:27][cH:28][cH:29][cH:30]2)[cH:10][s:11]1.[Cl:38][CH2:39][Cl:40].[F:31][C:32]([C:33](=[O:34])[OH:35])([F:36])[F:37]>>[CH3:1][n:2]1[n:3][cH:4][cH:5][c:6]1-[c:7]1[cH:8][c:9]([C:12](=[O:13])[NH:14][CH:15]([CH2:16][NH2:17])[c:25]2[cH:26][cH:27][cH:28][cH:29][cH:30]2)[cH:10][s:11]1.[F:31][C:32]([C:33](=[O:34])[OH:35])([F:36])[F:37].